Dataset: the Open Reaction Database (ORD), a public repository of structured organic reaction records. Task: describe an organic reaction: reactants, conditions, products, and yield The reactants are CCOC(=O)CP(=O)(OCC)OCC, CCOC(C)=O, COc1cc(F)c(C=O)c(F)c1, [H-], [Na+], C1CCOC1. Product: CCOC(=O)C=Cc1c(F)cc(OC)cc1F. As a reaction SMILES: [CH2:1]([O:2][P:3]([O:4][CH2:5][CH3:6])(=[O:7])[CH2:9][C:10](=[O:11])[O:12][CH2:13][CH3:14])[CH3:8].[CH3:34][CH2:35][O:36][C:37](=[O:38])[CH3:39].[F:17][c:18]1[c:19]([CH:20]=[O:21])[c:22]([F:28])[cH:23][c:24]([O:26][CH3:27])[cH:25]1.[H-:15].[Na+:16].[O:29]1[CH2:30][CH2:31][CH2:32][CH2:33]1>>[CH:9]([C:10](=[O:11])[O:12][CH2:13][CH3:14])=[CH:20][c:19]1[c:18]([F:17])[cH:25][c:24]([O:26][CH3:27])[cH:23][c:22]1[F:28]. Reactants: C1CC=CC2=CC=CC=C12 (dihydronaphthalene), BrN1C(CCC1=O)=O (N-bromosuccinimide), ice, CCOCC (ether). The solvent is O (water), O1CCCC1 (tetrahydrofuran). Reaction conditions: time 3 hour. Product: Br[C@H]1[C@@H](C2=CC=CC=C2CC1)O (trans-2-Bromo-1,2,3,4-tetrahydronaphth-1-ol). As a reaction SMILES: [CH2:1]1C2[C:5](=[CH:6][CH:7]=[CH:8]C=2)[CH:4]=[CH:3][CH2:2]1.[Br:11]N1C(=O)CCC1=O.CC[O:21][CH2:22][CH3:23]>O.O1CCCC1>[Br:11][C@@H:1]1[CH2:2][CH2:3][C:4]2[C:23](=[CH:8][CH:7]=[CH:6][CH:5]=2)[C@H:22]1[OH:21]. Reported procedure: To 13.0 g (100 mmol) of dihydronaphthalene, dissolved in a mixture of 100 ml of water and 400 ml of tetrahydrofuran, at ambient temperature, there are added, all at once, 19.6 g (110 mmol) of N-bromosuccinimide and stirring is carried out for 3 hours. There are then added 200 ml of ice-cold water and 200 ml of ether; stirring is carried out and the phases are separated. The aqueous phase is extracted with 200 ml of ether; the combined organic phases are then washed with 200 ml of a saturated aqu... Reactants: CC(C)(C)OC(=O)N1CCCCC1CN, Cc1nc2cc(F)c(F)cc2nc1Cl, CN(C)C=O. Product: Cc1nc2cc(F)c(F)cc2nc1NCC1CCCCN1C(=O)OC(C)(C)C. Reaction SMILES: [C:1]([CH3:2])([CH3:3])([CH3:4])[O:5][C:6](=[O:7])[N:8]1[CH:9]([CH2:14][NH2:15])[CH2:10][CH2:11][CH2:12][CH2:13]1.[Cl:16][c:17]1[n:18][c:19]2[cH:20][c:21]([F:29])[c:22]([F:28])[cH:23][c:24]2[n:25][c:26]1[CH3:27].[O:30]=[CH:31][N:32]([CH3:33])[CH3:34]>>[C:1]([CH3:2])([CH3:3])([CH3:4])[O:5][C:6](=[O:7])[N:8]1[CH:9]([CH2:14][NH:15][c:17]2[n:18][c:19]3[cH:20][c:21]([F:29])[c:22]([F:28])[cH:23][c:24]3[n:25][c:26]2[CH3:27])[CH2:10][CH2:11][CH2:12][CH2:13]1. The reactants are O=C1CCCCCC1(c1ccc(OCc2ccccc2)cc1)c1c(F)cccc1F, C[Si](C)(C)[N-][Si](C)(C)C, Cc1ccccc1, CN1CCCN(C)C1=O, [K+]. Yields the product Fc1cccc2c1C1(c3ccc(OCc4ccccc4)cc3)CCCCC=C1O2. RXN SMILES: [CH2:11]([c:12]1[cH:13][cH:14][cH:15][cH:16][cH:17]1)[O:18][c:19]1[cH:20][cH:21][c:22]([C:25]2([c:33]3[c:34]([F:40])[cH:35][cH:36][cH:37][c:38]3[F:39])[C:26](=[O:32])[CH2:27][CH2:28][CH2:29][CH2:30][CH2:31]2)[cH:23][cH:24]1.[CH3:2][Si:3]([N-:4][Si:5]([CH3:6])([CH3:7])[CH3:8])([CH3:9])[CH3:10].[CH3:41][c:42]1[cH:43][cH:44][cH:45][cH:46][cH:47]1.[CH3:48][N:49]1[CH2:50][CH2:51][CH2:52][N:53]([CH3:54])[C:55]1=[O:56].[K+:1]>>[CH2:11]([c:12]1[cH:13][cH:14][cH:15][cH:16][cH:17]1)[O:18][c:19]1[cH:20][cH:21][c:22]([C:25]23[C:26](=[CH:27][CH2:28][CH2:29][CH2:30][CH2:31]2)[O:32][c:34]2[c:33]3[c:38]([F:39])[cH:37][cH:36][cH:35]2)[cH:23][cH:24]1.